From a dataset of the Open Reaction Database (ORD), a public repository of structured organic reaction records. describe an organic reaction: reactants, conditions, products, and yield Yields the product O=C(NNC(=O)c1cccnc1Oc1ccccc1)c1cccc(C(F)(F)F)c1. Reaction SMILES: [F:18][C:19]([c:20]1[cH:21][c:22]([C:23](=[O:24])[Cl:25])[cH:26][cH:27][cH:28]1)([F:29])[F:30].[O:1]([c:2]1[cH:3][cH:4][cH:5][cH:6][cH:7]1)[c:8]1[c:9]([C:10](=[O:11])[NH:12][NH2:13])[cH:14][cH:15][cH:16][n:17]1.[cH:31]1[cH:32][cH:33][n:34][cH:35][cH:36]1>>[O:1]([c:2]1[cH:3][cH:4][cH:5][cH:6][cH:7]1)[c:8]1[c:9]([C:10](=[O:11])[NH:12][NH:13][C:23]([c:22]2[cH:21][c:20]([C:19]([F:18])([F:29])[F:30])[cH:28][cH:27][cH:26]2)=[O:24])[cH:14][cH:15][cH:16][n:17]1. Starting materials: O=C(Cl)c1cccc(C(F)(F)F)c1, NNC(=O)c1cccnc1Oc1ccccc1, c1ccncc1. The reactants are solution, Cl (hydrogen chloride), FC1=CC(=C(OCC[C@H]2N(C[C@@H](C2)O)C)C=C1)CCC1=CC=C(C=C1)F ((2R,4R)-2-[2-{4-fluoro-2-[2-(4-fluorophenyl)ethyl]phenoxy}ethyl]-4-hydroxy-1-methylpyrrolidine). Solvent: C(C)(=O)OCC (ethyl acetate), C(C)(=O)OCC (ethyl acetate). Reaction conditions: time 10 minute. Yields the product Cl.FC1=CC(=C(OCC[C@H]2N(C[C@@H](C2)O)C)C=C1)CCC1=CC=C(C=C1)F ((2R,4R)-2-[2-{4-Fluoro-2-[2-(4-fluorophenyl)ethyl]phenoxy}ethyl]-4-hydroxy-1-methylpyrrolidine hydrochloride). Yield: 43.0%. RXN SMILES: [F:1][C:2]1[CH:17]=[CH:16][C:5]([O:6][CH2:7][CH2:8][C@@H:9]2[CH2:13][C@@H:12]([OH:14])[CH2:11][N:10]2[CH3:15])=[C:4]([CH2:18][CH2:19][C:20]2[CH:25]=[CH:24][C:23]([F:26])=[CH:22][CH:21]=2)[CH:3]=1.[ClH:27]>C(OCC)(=O)C>[ClH:27].[F:1][C:2]1[CH:17]=[CH:16][C:5]([O:6][CH2:7][CH2:8][C@@H:9]2[CH2:13][C@@H:12]([OH:14])[CH2:11][N:10]2[CH3:15])=[C:4]([CH2:18][CH2:19][C:20]2[CH:25]=[CH:24][C:23]([F:26])=[CH:22][CH:21]=2)[CH:3]=1 |f:3.4|. Procedure: 138 mg of (2R,4R)-2-[2-{4-fluoro-2-[2-(4-fluorophenyl)ethyl]phenoxy}ethyl]-4-hydroxy-1-methylpyrrolidine [prepared as described in step (b) above] were dissolved in 4 ml of ethyl acetate, and then 0.15 ml of a 4N solution of hydrogen chloride in ethyl acetate was added to the resulting solution, and the solution was concentrated by evaporation under reduced pressure. The resulting oily substance was dissolved in 5 ml of ethyl acetate, and the resulting solution was allowed to stand at room tempe... Starting materials: BrC=1C(C2=CC=CC=C2C(C1)=O)=O (2-bromo-1,4-naphthoquinone), CN(N=C\C=C\COC)C ((E)-4-methoxy-2-butenal N,N-dimethylhydrazone), CN(N=C\C=C\CC)C ((E)-2-pentenal N,N-dimethylhydrazone), C=1C=CC2=C(C1)C3=C4C(=CC=N3)C=CN=C4C2=O (sampangine), COC=1C=NC=2C=3C=CC=CC3C(=O)C=4C2C1C=CN4 (3-methoxysampangine), CC1=CN=C2C3=CC=CC=C3C(=O)C4=NC=CC1=C24 (3-methylsampangine). The product is ( 18 ), CCC1=C2C(=NC=C1)C(=O)C3=CC=CC=C3C2=O (homocleistopholine). Reaction SMILES: [CH:1]1[CH:2]=[CH:3][C:4]2[C:17](=[O:18])[C:16]3[C:8]4[C:9]([CH:13]=[CH:14][N:15]=3)=[CH:10][CH:11]=N[C:7]=4[C:5]=2[CH:6]=1.C[O:20]C1C=NC2C3C=CC=CC=3C(C3C=2C=1C=CN=3)=O.CC1C2=C3C(=NC=C2)C(=O)C2C(=CC=CC=2)C3=NC=1.BrC1C(=O)C2C(C(=O)C=1)=CC=CC=2.CN(C)N=C/C=C/COC.CN(C)N=C/C=C/CC>>[CH3:11][CH2:10][C:9]1[CH:13]=[CH:14][N:15]=[C:16]2[C:17]([C:4]3[C:5]([C:7](=[O:20])[C:8]=12)=[CH:6][CH:1]=[CH:2][CH:3]=3)=[O:18]. Procedure details: It was unexpectedly discovered that a modification of the foregoing method for preparing sampangine enabled the preparation of 3-methoxysampangine (19) and 3-methylsampangine (14) heretofore never achieved. The Hetero Diels-Alder reaction of 2-bromo-1,4-naphthoquinone (1) with (E)-4-methoxy-2-butenal N,N-dimethylhydrazone (17) or (E)-2-pentenal N,N-dimethylhydrazone (12) gave 4'-methoxycleistopholine (18) or homocleistopholine (13), respectively, in modest yield. Generation of the sampanglue nuc... Starting materials: BrC1=NC=C(C(=C1C)C)C (2-bromo-3,4,5-trimethylpyridine), C1(=CC=CC=C1)B(O)O (phenylboronic acid), Pd(Ph3)4, C(=O)([O-])[O-].[K+].[K+] (K2CO3), COCCOC (DME). Solvent: O (water). The product is C1(=CC=CC=C1)C1=NC=C(C(=C1C)C)C (2-phenyl-3,4,5-trimethylpyridine). Reaction SMILES: Br[C:2]1[C:7]([CH3:8])=[C:6]([CH3:9])[C:5]([CH3:10])=[CH:4][N:3]=1.[C:11]1(B(O)O)[CH:16]=[CH:15][CH:14]=[CH:13][CH:12]=1.C([O-])([O-])=O.[K+].[K+].COCCOC>O>[C:11]1([C:2]2[C:7]([CH3:8])=[C:6]([CH3:9])[C:5]([CH3:10])=[CH:4][N:3]=2)[CH:16]=[CH:15][CH:14]=[CH:13][CH:12]=1 |f:2.3.4|. Procedure: 10.2 g (0.051 mol) of 2-bromo-3,4,5-trimethylpyridine was mixed with 7.86 g (0.061 mol) of phenylboronic acid, 1.8 g (0.0016 mol) of Pd(Ph3)4, 19.1 g (0.13 mol) of K2CO3 50 mL of DME and 50 mL of water. The reaction mixture was refluxed for 20 hours and separated on silica gel column. MS confirmed the desired product. Starting materials: B, Cc1ccc([N+](=O)[O-])c(C)c1C(=O)O, C1CCOC1. As a reaction SMILES: [BH3:15].[CH3:1][c:2]1[c:3]([C:4](=[O:5])[OH:6])[c:7]([CH3:14])[cH:8][cH:9][c:10]1[N+:11](=[O:12])[O-:13].[O:16]1[CH2:17][CH2:18][CH2:19][CH2:20]1>>[CH3:1][c:2]1[c:3]([CH2:4][OH:5])[c:7]([CH3:14])[cH:8][cH:9][c:10]1[N+:11](=[O:12])[O-:13]. The product is Cc1ccc([N+](=O)[O-])c(C)c1CO.